From a dataset of the Open Reaction Database (ORD), a public repository of structured organic reaction records. describe an organic reaction: reactants, conditions, products, and yield The reactants are CCC1CCC(NC(=O)C2CC2COS(C)(=O)=O)CC1, Clc1ccc(N2CCNCC2)cc1Cl, Clc1cccc(N2CCNCC2)c1, Cl, Cl. The product is CCC1CCC(NC(=O)C2CC2CN2CCN(c3ccc(Cl)c(Cl)c3)CC2)CC1. RXN SMILES: [CH2:1]([CH3:2])[CH:3]1[CH2:4][CH2:5][CH:6]([NH:9][C:10](=[O:11])[CH:12]2[CH:13]([CH2:15][O:16][S:17]([CH3:18])(=[O:19])=[O:20])[CH2:14]2)[CH2:7][CH2:8]1.[Cl:22][c:23]1[cH:24][c:25]([N:30]2[CH2:31][CH2:32][NH:33][CH2:34][CH2:35]2)[cH:26][cH:27][c:28]1[Cl:29].[Cl:37][c:38]1[cH:39][c:40]([N:41]2[CH2:42][CH2:43][NH:44][CH2:45][CH2:46]2)[cH:47][cH:48][cH:49]1.[ClH:21].[ClH:36]>>[CH2:1]([CH3:2])[CH:3]1[CH2:4][CH2:5][CH:6]([NH:9][C:10](=[O:11])[CH:12]2[CH:13]([CH2:15][N:33]3[CH2:32][CH2:31][N:30]([c:25]4[cH:24][c:23]([Cl:22])[c:28]([Cl:29])[cH:27][cH:26]4)[CH2:35][CH2:34]3)[CH2:14]2)[CH2:7][CH2:8]1. Starting materials: BrC=1C=C(C#N)C=CC1C1CCCCC=2N1C=NC2 (3-bromo-4-(6,7,8,9-tetrahydro-5H-imidazo[1,5-a]azepin-5-yl)benzonitrile), FC1=CC=C(C=C1)B(O)O (4-fluorophenylboronic acid), C([O-])([O-])=O.[Na+].[Na+] (sodium carbonate). The reagents and catalysts are [Pd].C1(=CC=CC=C1)P(C1=CC=CC=C1)C1=CC=CC=C1.C1(=CC=CC=C1)P(C1=CC=CC=C1)C1=CC=CC=C1.C1(=CC=CC=C1)P(C1=CC=CC=C1)C1=CC=CC=C1.C1(=CC=CC=C1)P(C1=CC=CC=C1)C1=CC=CC=C1 (Tetrakis(triphenylphosphine) palladium(0)). Run in COCCOC (DME). Run at time 30 second. Yields the product FC1=CC=C(C=C1)C1=CC(=CC=C1C1CCCCC=2N1C=NC2)C#N (4′-Fluoro-6-(6,7,8,9-tetrahydro-5H-imidazo[1,5-a]azepin-5-yl)biphenyl-3-carbonitrile). As a reaction SMILES: Br[C:2]1[CH:3]=[C:4]([CH:7]=[CH:8][C:9]=1[CH:10]1[N:16]2[CH:17]=[N:18][CH:19]=[C:15]2[CH2:14][CH2:13][CH2:12][CH2:11]1)[C:5]#[N:6].C(=O)([O-])[O-].[Na+].[Na+].[F:26][C:27]1[CH:32]=[CH:31][C:30](B(O)O)=[CH:29][CH:28]=1>[Pd].C1(P(C2C=CC=CC=2)C2C=CC=CC=2)C=CC=CC=1.C1(P(C2C=CC=CC=2)C2C=CC=CC=2)C=CC=CC=1.C1(P(C2C=CC=CC=2)C2C=CC=CC=2)C=CC=CC=1.C1(P(C2C=CC=CC=2)C2C=CC=CC=2)C=CC=CC=1.COCCOC>[F:26][C:27]1[CH:32]=[CH:31][C:30]([C:2]2[C:9]([CH:10]3[N:16]4[CH:17]=[N:18][CH:19]=[C:15]4[CH2:14][CH2:13][CH2:12][CH2:11]3)=[CH:8][CH:7]=[C:4]([C:5]#[N:6])[CH:3]=2)=[CH:29][CH:28]=1 |f:1.2.3,5.6.7.8.9|. Procedure details: To 3-bromo-4-(6,7,8,9-tetrahydro-5H-imidazo[1,5-a]azepin-5-yl)benzonitrile (0.507 g, 1.59 mmol) is added DME (7.0 mL). To this is added aqueous 2M sodium carbonate (3.0 mL, 6 mmol) followed by 4-fluorophenylboronic acid (0.552 g, 3.97 mmol). This mixture is transferred to a microwave safe vial. Tetrakis(triphenylphosphine) palladium(0) (0.03 g, 0.025 mmol) is added, and the vessel sealed. The mixture is stirred briefly (30 seconds) and placed in a microwave for 25 minutes at 125° C. The vial is ... Starting materials: Cl.[N+](=O)([O-])C1=CC=C(C(=O)NC=2C=C(C(CNC(C)(C)C)O)C=CC2O)C=C1 (3-(4-nitrobenzamido)-4-hydroxy-α-(tert.butylaminomethyl)benzylalcohol hydrochloride), [H][H] (hydrogen). Reagents/catalysts: O=[Pt]=O (PtO2). Solvent: CO (methanol). The product is Cl.NC1=CC=C(C(=O)NC=2C=C(C(CNC(C)(C)C)O)C=CC2O)C=C1 (3-(4-aminobenzamido)-4-hydroxy-α-(tert.butylaminomethyl)benzylalcohol hydrochloride). RXN SMILES: [ClH:1].[N+:2]([C:5]1[CH:28]=[CH:27][C:8]([C:9]([NH:11][C:12]2[CH:13]=[C:14]([CH:23]=[CH:24][C:25]=2[OH:26])[CH:15]([OH:22])[CH2:16][NH:17][C:18]([CH3:21])([CH3:20])[CH3:19])=[O:10])=[CH:7][CH:6]=1)([O-])=O.[H][H]>O=[Pt]=O.CO>[ClH:1].[NH2:2][C:5]1[CH:6]=[CH:7][C:8]([C:9]([NH:11][C:12]2[CH:13]=[C:14]([CH:23]=[CH:24][C:25]=2[OH:26])[CH:15]([OH:22])[CH2:16][NH:17][C:18]([CH3:21])([CH3:20])[CH3:19])=[O:10])=[CH:27][CH:28]=1 |f:0.1,5.6|. Procedure: A mixture of 3-(4-nitrobenzamido)-4-hydroxy-α-(tert.butylaminomethyl)benzylalcohol hydrochloride (7.37 g, 0.018 mole), PtO2 (250 mg), and methanol (225 ml) was placed in a pressure hydrogenation apparatus at a starting pressure of 2 atm. The hydrogenation was started, and the calculated amount of hydrogen was taken up within 17 minutes. The hydrogenation was interrupted and the platinum catalyst was filtered off. The clear colorless filtrate was evaporated on a rotary evaporator at 40° - 50° C. ... Starting materials: 270, C(CCCCCCCCCCCCCCCCC)O (n-octadecanol), C(Cl)(Cl)Cl (chloroform), 300, C(=O)(Cl)Cl (phosgene). Solvent: C(Cl)Cl (methylene dichloride). Reaction conditions: temperature 25 celsius, time 12 hour. Yields the product 327, ClC(=O)OCCCCCCCCCCCCCCCCCC (n-octadecyl chloroformate). RXN SMILES: [CH2:1]([OH:19])[CH2:2][CH2:3][CH2:4][CH2:5][CH2:6][CH2:7][CH2:8][CH2:9][CH2:10][CH2:11][CH2:12][CH2:13][CH2:14][CH2:15][CH2:16][CH2:17][CH3:18].C(Cl)(Cl)Cl.[C:24](Cl)([Cl:26])=[O:25]>C(Cl)Cl>[Cl:26][C:24]([O:19][CH2:1][CH2:2][CH2:3][CH2:4][CH2:5][CH2:6][CH2:7][CH2:8][CH2:9][CH2:10][CH2:11][CH2:12][CH2:13][CH2:14][CH2:15][CH2:16][CH2:17][CH3:18])=[O:25]. Reported procedure: A solution of 270 parts of n-octadecanol in 150 parts of chloroform is added during 90 mins to a stirred solution of 300 parts of phosgene in 450 parts of methylene dichloride at 0°-5° C. The reaction mixture is then stirred a further 2 hours at 0°-5° C., 2 hours at 10° C. and 12 hours at 25° C. Excess phosgene and hydrogen chloride are removed by passing a stream of dry nitrogen. The residue is evaporated to constant weight at 100° C. under reduced pressure to give 327 parts of n-octadecyl chlo... The product is [Si](C)(C)(C(C)(C)C)O[C@@H]1C=C2C=C[C@@H]([C@@H]([C@H]2[C@H](C1)OC(C(CC)OC1=C(C=CC=C1)C(C)=O)=O)CC[C@@H]1C[C@H](CC(O1)=O)O[Si](C)(C)C(C)(C)C)C ((4R,6R)-6-([1S,2S,6S,8S,8aR]-2-{1,2,6,7,8,8a-Hexahydro-6-t-butyldimethylsilyloxy-8-[(2RS)-2-(2-acetylphenoxy)butyryloxy]-2-methyl-1-naphthyl}ethyl)tetrahydro-4-t-butyldimethylsilyloxy-2H-pyran-2-one). Reported procedure: A procedure similar to that described in Example 1, above, was followed, but using 0.81 g of (2RS)-2-(2-acetylphenoxy)butyric acid and 1.0 g of (4R,6R)-6-{(1S,2S,6S,8S,8aR)-2-[1,2,6,7,8,8a-hexahydro-6-t-butyldimethylsilyloxy-8-hydroxy-2-methyl-1-naphthyl]ethyl}tetrahydro-4-t-butyldimethylsilyloxy-2H-pyran-2-one [prepared as described in Example B, above], to give 1.22 g of the title compound as a colorless foam. Starting materials: C(C)(=O)C1=C(OC(C(=O)O)CC)C=CC=C1 ((2RS)-2-(2-acetylphenoxy)butyric acid), [Si](C)(C)(C(C)(C)C)O[C@@H]1C=C2C=C[C@@H]([C@@H]([C@H]2[C@H](C1)O)CC[C@@H]1C[C@H](CC(O1)=O)O[Si](C)(C)C(C)(C)C)C ((4R,6R)-6-{(1S,2S,6S,8S,8aR)-2-[1,2,6,7,8,8a-hexahydro-6-t-butyldimethylsilyloxy-8-hydroxy-2-methyl-1-naphthyl]ethyl}tetrahydro-4-t-butyldimethylsilyloxy-2H-pyran-2-one). Yield: 89.0%. Reaction SMILES: [C:1]([C:4]1[CH:16]=[CH:15][CH:14]=[CH:13][C:5]=1[O:6][CH:7]([CH2:11][CH3:12])[C:8]([OH:10])=[O:9])(=[O:3])[CH3:2].[Si:17]([O:24][C@H:25]1[CH2:34][C@H:33](O)[C@H:32]2[C:27]([CH:28]=[CH:29][C@H:30]([CH3:53])[C@@H:31]2[CH2:36][CH2:37][C@H:38]2[O:43][C:42](=[O:44])[CH2:41][C@H:40]([O:45][Si:46]([C:49]([CH3:52])([CH3:51])[CH3:50])([CH3:48])[CH3:47])[CH2:39]2)=[CH:26]1)([C:20]([CH3:23])([CH3:22])[CH3:21])([CH3:19])[CH3:18]>>[Si:17]([O:24][C@H:25]1[CH2:34][C@H:33]([O:9][C:8](=[O:10])[CH:7]([O:6][C:5]2[CH:13]=[CH:14][CH:15]=[CH:16][C:4]=2[C:1](=[O:3])[CH3:2])[CH2:11][CH3:12])[C@H:32]2[C:27]([CH:28]=[CH:29][C@H:30]([CH3:53])[C@@H:31]2[CH2:36][CH2:37][C@H:38]2[O:43][C:42](=[O:44])[CH2:41][C@H:40]([O:45][Si:46]([C:49]([CH3:52])([CH3:51])[CH3:50])([CH3:47])[CH3:48])[CH2:39]2)=[CH:26]1)([C:20]([CH3:21])([CH3:22])[CH3:23])([CH3:19])[CH3:18]. The reactants are [N+](=O)([O-])C1=CC=C(OC(=O)NC=2SC(=CN2)C2=CC=CC=C2)C=C1 (2-(4-nitrophenoxycarbonyl)amino-5-phenylthiazole), C(=O)(C(F)(F)F)O (TFA), C1(=CC=CC=C1)C1=CN=C(S1)NC(=O)NN1CCN(CC1)C1=NC=CC=N1 (N-(5-phenylthiazol-2-yl)-N′-[4-(2-pyrimidinyl)piperazin-1-yl]urea). Product: N1=C(N=CC=C1)N1CCNCC1 (4-(2-pyrimidinyl)piperazine). As a reaction SMILES: [N+](C1C=CC(OC(NC2SC(C3C=CC=CC=3)=CN=2)=O)=CC=1)([O-])=O.C(O)(C(F)(F)F)=O.C1(C2SC(NC(N[N:47]3[CH2:52][CH2:51][N:50]([C:53]4[N:58]=[CH:57][CH:56]=[CH:55][N:54]=4)[CH2:49][CH2:48]3)=O)=NC=2)C=CC=CC=1>>[N:54]1[CH:55]=[CH:56][CH:57]=[N:58][C:53]=1[N:50]1[CH2:51][CH2:52][NH:47][CH2:48][CH2:49]1. Procedure: In a manner identical to that described above in Scheme 2, from 100 mg (0.29 mmol) of 2-(4-nitrophenoxycarbonyl)amino-5-phenylthiazole and 48 mg (0.29 mmol) of 4-(2-pyrimidinyl)piperazine was obtained the bis TFA salt of 3 as a fluffy white amorphous solid after lyophilization. H1 NMR (DMSO-d6): 3.61 (m, 4H), 3.72 (m, 4H), 6.70 (m, 1H), 7.45 (complex, 6H), 7.80 (s, 1H), 8.20 (m, 2H). High Res. FAB MS: Theo. Mass=367.1336; measured mass=267.1337. The reactants are C(#N)C1=C(C=2C(=NC=CC2)S1)Cl (2-cyano-3-chlorothieno (2,3-b)pyridine), CNN (methylhydrazine), O (water). Run in CS(=O)C (dimethylsulfoxide). Product: CN1N=C(C2=C1C=1C(=NC=CC1)S2)N (1-methyl-1H-pyrazolo(3',4':4,5)thieno(2,3-b)pyridine-3-amine). Yield: 81.6%. RXN SMILES: [C:1]([C:3]1[S:11][C:6]2=[N:7][CH:8]=[CH:9][CH:10]=[C:5]2[C:4]=1Cl)#[N:2].[CH3:13][NH:14][NH2:15].O>CS(C)=O>[CH3:13][N:14]1[C:4]2[C:5]3[C:6]([S:11][C:3]=2[C:1]([NH2:2])=[N:15]1)=[N:7][CH:8]=[CH:9][CH:10]=3. Procedure: 15 Grams (0.066 mole) of 2-cyano-3-chlorothieno (2,3-b)pyridine and 17.5 ml (0.33 mole) of methylhydrazine were dissolved in 110 ml of dimethylsulfoxide and heated to 75° for 15 hr under nitrogen. The reaction was cooled and poured into water. The solid was filtered and dried to give 11 g of 1-methyl-1H-pyrazolo(3',4':4,5)thieno(2,3-b)pyridine-3-amine. m.p. 194°-196° C. NMR(CDCl3) δ4.0(s,3); 5.2(s,2); 7.4(dd,1); 8.4(m,2). The reactants are C(C1=CC=CC=C1)OC1=C(C=CC=C1)NC1=C(C=NC=2N1N=CC2C(=O)NS(=O)(=O)CC)C(=O)N2CCC(CC2)C2=CC=CC=C2 (N-[7-(2-Benzyloxyphenylamino)-6-(4-phenylpiperidine-1-carbonyl)pyrazolo[1,5-a]pyrimidine-3-carbonyl]ethanesulfonamide). Reagents/catalysts: [Pd] (palladium-activated carbon). The solvent is C1CCOC1 (THF). Run at time 7 hour. Yields the product OC1=C(C=CC=C1)NC1=C(C=NC=2N1N=CC2C(=O)NS(=O)(=O)CC)C(=O)N2CCC(CC2)C2=CC=CC=C2 (N-[7-(2-Hydroxyphenylamino)-6-(4-phenylpiperidine-1-carbonyl)pyrazolo[1,5-a]pyrimidine-3-carbonyl]ethanesulfonamide). Yield: 81.5%. As a reaction SMILES: C([O:8][C:9]1[CH:14]=[CH:13][CH:12]=[CH:11][C:10]=1[NH:15][C:16]1[N:21]2[N:22]=[CH:23][C:24]([C:25]([NH:27][S:28]([CH2:31][CH3:32])(=[O:30])=[O:29])=[O:26])=[C:20]2[N:19]=[CH:18][C:17]=1[C:33]([N:35]1[CH2:40][CH2:39][CH:38]([C:41]2[CH:46]=[CH:45][CH:44]=[CH:43][CH:42]=2)[CH2:37][CH2:36]1)=[O:34])C1C=CC=CC=1>C1COCC1.[Pd]>[OH:8][C:9]1[CH:14]=[CH:13][CH:12]=[CH:11][C:10]=1[NH:15][C:16]1[N:21]2[N:22]=[CH:23][C:24]([C:25]([NH:27][S:28]([CH2:31][CH3:32])(=[O:29])=[O:30])=[O:26])=[C:20]2[N:19]=[CH:18][C:17]=1[C:33]([N:35]1[CH2:36][CH2:37][CH:38]([C:41]2[CH:42]=[CH:43][CH:44]=[CH:45][CH:46]=2)[CH2:39][CH2:40]1)=[O:34]. Procedure: N-[7-(2-Benzyloxyphenylamino)-6-(4-phenylpiperidine-1-carbonyl)pyrazolo[1,5-a]pyrimidine-3-carbonyl]ethanesulfonamide (120 mg, 0.19 mmol) obtained in Example 48, step 3 was dissolved in THF (5 mL), 10 wt % palladium-activated carbon (12 mg) was added, and the mixture was stirred at room temperature for 7 hr under a hydrogen atmosphere, and at 60° C. for 1 hr. The mixture was allowed to cool, and the reaction mixture was filtered. The obtained solvent was evaporated under reduced pressure to give... Reactants: [Cl-].C(N)(=O)C1=CC=[N+](C=C1)C1=CC=C(C=C1)OC (4-carbamoyl-1-(4-methoxyphenyl)-pyridinium chloride), [H][H] (hydrogen). Reagents/catalysts: [Pd] (palladium-on-carbon), catalyst. The solvent is CO (methanol). The product is COC1=CC=C(C=C1)N1CCC(CC1)C(=O)N (1-(4-methoxyphenyl)piperidine-4-carboxamide). Yield: 51.4%. As a reaction SMILES: [Cl-].[C:2]([C:5]1[CH:10]=[CH:9][N+:8]([C:11]2[CH:16]=[CH:15][C:14]([O:17][CH3:18])=[CH:13][CH:12]=2)=[CH:7][CH:6]=1)(=[O:4])[NH2:3].[H][H]>CO.[Pd]>[CH3:18][O:17][C:14]1[CH:13]=[CH:12][C:11]([N:8]2[CH2:9][CH2:10][CH:5]([C:2]([NH2:3])=[O:4])[CH2:6][CH2:7]2)=[CH:16][CH:15]=1 |f:0.1|. Procedure details: A suspension of 4-carbamoyl-1-(4-methoxyphenyl)-pyridinium chloride (22.0 g) in methanol (250 ml) was hydrogenated at ambient temperature and pressure in the presence of 10% palladium-on-carbon catalyst (1.0 g) for 2 days. Further catalyst (0.75 g) was added, and when no more hydrogen was taken up, the catalyst was removed by filtration. The filtrate was basified by the addition of an excess of triethylamine and the solvent removed in vacua. The residue was partitioned between water and a 19:1 m... Reactants: C(C)(C)(C)C1=CC=C(C=C1)C=1N=NC(=CC1)Cl (3-(p-tert-butylphenyl)-6-chloropyridazine), acetylhydrazide. Run in C(CCC)O (n-butanol). Yields the product CC1=NN=C2N1N=C(C=C2)C2=CC=C(C=C2)C(C)(C)C (3-methyl-6-(p-tert-butylphenyl)-1,2,4-triazolo[4,3-b]pyridazine). As a reaction SMILES: [C:1]([C:5]1[CH:10]=[CH:9][C:8]([C:11]2[N:12]=[N:13][C:14](Cl)=[CH:15][CH:16]=2)=[CH:7][CH:6]=1)([CH3:4])([CH3:3])[CH3:2]>C(O)CCC>[CH3:8][C:11]1[N:13]2[N:12]=[C:11]([C:8]3[CH:9]=[CH:10][C:5]([C:1]([CH3:4])([CH3:3])[CH3:2])=[CH:6][CH:7]=3)[CH:16]=[CH:15][C:14]2=[N:13][N:12]=1. Procedure: A mixture of 5.0 of 3-(p-tert-butylphenyl)-6-chloropyridazine, 3.13 g. of acetylhydrazide and 50 ml. of n-butanol is refluxed for 48 hours. The mixture is concentrated under vacuum and the residue stirred with 100 ml. of water and 100 ml. of ether. The mixture is filtered to give 3.0 g. of tan solid, m.p. 144°-146° C. Recrystallization from acetone/hexane gives the product as pale yellow crystals, m.p. 142°-145° C.